From a dataset of the Open Reaction Database (ORD), a public repository of structured organic reaction records. describe an organic reaction: reactants, conditions, products, and yield The reactants are [BH4-], CCO, CCOC(=O)c1cc(-c2cccc(OCc3ccccc3)c2)c(C#N)n1N, [Na+]. The product is N#Cc1c(-c2cccc(OCc3ccccc3)c2)cc(CO)n1N. As a reaction SMILES: [BH4-:28].[CH3:30][CH2:31][OH:32].[NH2:1][n:2]1[c:3]([C:23](=[O:24])[O:25][CH2:26][CH3:27])[cH:4][c:5](-[c:9]2[cH:10][c:11]([O:15][CH2:16][c:17]3[cH:18][cH:19][cH:20][cH:21][cH:22]3)[cH:12][cH:13][cH:14]2)[c:6]1[C:7]#[N:8].[Na+:29]>>[NH2:1][n:2]1[c:3]([CH2:23][OH:24])[cH:4][c:5](-[c:9]2[cH:10][c:11]([O:15][CH2:16][c:17]3[cH:18][cH:19][cH:20][cH:21][cH:22]3)[cH:12][cH:13][cH:14]2)[c:6]1[C:7]#[N:8]. Reactants: [N+](=O)([O-])C1=C2C=CN(C(C2=CC=C1)=O)CC1=NC=CC=C1 (5-nitro-2-(pyridin-2-ylmethyl)isoquinolin-1(2H)-one), CO (methanol). The reagents and catalysts are [Pd] (palladium). Run at time 40 minute. The product is NC1=C2C=CN(C(C2=CC=C1)=O)CC1=NC=CC=C1 (5-Amino-2-(pyridin-2-ylmethyl)isoquinolin-1(2H)-one). As a reaction SMILES: [N+:1]([C:4]1[CH:13]=[CH:12][CH:11]=[C:10]2[C:5]=1[CH:6]=[CH:7][N:8]([CH2:15][C:16]1[CH:21]=[CH:20][CH:19]=[CH:18][N:17]=1)[C:9]2=[O:14])([O-])=O.CO>[Pd]>[NH2:1][C:4]1[CH:13]=[CH:12][CH:11]=[C:10]2[C:5]=1[CH:6]=[CH:7][N:8]([CH2:15][C:16]1[CH:21]=[CH:20][CH:19]=[CH:18][N:17]=1)[C:9]2=[O:14]. Procedure details: Into a round bottom flask was combined 5-nitro-2-(pyridin-2-ylmethyl)isoquinolin-1(2H)-one (0.7 g, 0.002 mol), palladium/C (0.05 g, 0.0005 mol) and methanol (200 mL, 5 mol). The reaction mixture was stirred under hydrogen balloon at room temperature for 40 mins. The mixture was filtered over celite, MeOH was removed and the solid was yield (0.46 mg). MS m/z=252.4 (M+1). 1H NMR (DMSO) δ 8.49 (d, J=4.3 Hz, 1H), 7.74 (td, J=7.7, 1.6 Hz, 1H), 7.42 (t, J=7.3 Hz, 2H), 7.27 (dd, J=6.9, 5.0 Hz, 1H), 7.2... The reactants are [BH4-].[Na+] (Sodium borohydride), C[C@@H]1C([C@]2(C)[C@@H](C1)[C@@H]1CC=C3CCCC[C@]3(C)[C@H]1CC2)=O (16β-methly-5-androsten-17-one). Yields the product C[C@@H]1[C@@H]([C@]2(C)[C@@H](C1)[C@@H]1CC=C3CCCC[C@]3(C)[C@H]1CC2)O (16β-methyl-5-androsten-17β-ol). As a reaction SMILES: [BH4-].[Na+].[CH3:3][C@H:4]1[CH2:9][C@H:8]2[C@H:10]3[C@H:20]([CH2:21][CH2:22][C@:6]2([CH3:7])[C:5]1=[O:23])[C@:18]1([CH3:19])[C:13]([CH2:14][CH2:15][CH2:16][CH2:17]1)=[CH:12][CH2:11]3>>[CH3:3][C@H:4]1[CH2:9][C@H:8]2[C@H:10]3[C@H:20]([CH2:21][CH2:22][C@:6]2([CH3:7])[C@H:5]1[OH:23])[C@:18]1([CH3:19])[C:13]([CH2:14][CH2:15][CH2:16][CH2:17]1)=[CH:12][CH2:11]3 |f:0.1|. Procedure: Sodium borohydride is added to the 16β-methly-5-androsten-17-one(produced in F hereinabove) according to the procedure described in Example 8F to form mostly the above-identified final product and a smaller amount of 16β-methly-5-androsten-17α-ol which are separated by HPLC on a silica gel column. Starting materials: C1CNCCN1, CC(=O)O, CS(C)=O, CCc1nc2c(cnn2CC)c(NC2CCOCC2)c1CNC(=O)CC(=O)NCc1ccc(Cl)c(-c2cccc(C=O)c2)c1. The product is CCc1nc2c(cnn2CC)c(NC2CCOCC2)c1CNC(=O)CC(=O)NCc1ccc(Cl)c(-c2cccc(CN3CCNCC3)c2)c1. RXN SMILES: [CH2:45]1[CH2:46][NH:47][CH2:48][CH2:49][NH:50]1.[CH3:51][C:52](=[O:53])[OH:54].[CH3:55][S:56]([CH3:57])=[O:58].[Cl:1][c:2]1[cH:3][cH:4][c:5]([CH2:16][NH:17][C:18]([CH2:19][C:20](=[O:21])[NH:22][CH2:23][c:24]2[c:25]([NH:37][CH:38]3[CH2:39][CH2:40][O:41][CH2:42][CH2:43]3)[c:26]3[c:27]([n:28][c:29]2[CH2:30][CH3:31])[n:32]([CH2:35][CH3:36])[n:33][cH:34]3)=[O:44])[cH:6][c:7]1-[c:8]1[cH:9][c:10]([CH:14]=[O:15])[cH:11][cH:12][cH:13]1>>[Cl:1][c:2]1[cH:3][cH:4][c:5]([CH2:16][NH:17][C:18]([CH2:19][C:20](=[O:21])[NH:22][CH2:23][c:24]2[c:25]([NH:37][CH:38]3[CH2:39][CH2:40][O:41][CH2:42][CH2:43]3)[c:26]3[c:27]([n:28][c:29]2[CH2:30][CH3:31])[n:32]([CH2:35][CH3:36])[n:33][cH:34]3)=[O:44])[cH:6][c:7]1-[c:8]1[cH:9][c:10]([CH2:14][N:47]2[CH2:46][CH2:45][NH:50][CH2:49][CH2:48]2)[cH:11][cH:12][cH:13]1. The reactants are C(CCC)N1CCC(CC1)COC(=O)C=1C=CC=C2C(CCSC12)=O ((1-Butylpiperidin-4-ylmethyl)thiochroman-4-one-8-carboxylate), [BH4-].[Na+] (sodium borohydride). Run in C(C)O (ethanol). Run at time 3 hour. The product is C(CCC)N1CCC(CC1)COC(=O)C=1C=CC=C2C(CCSC12)O ((1-Butyl-4-piperidinylmethyl)thiochroman-4-ol-8-carboxylate). Reaction SMILES: [CH2:1]([N:5]1[CH2:10][CH2:9][CH:8]([CH2:11][O:12][C:13]([C:15]2[CH:16]=[CH:17][CH:18]=[C:19]3[C:24]=2[S:23][CH2:22][CH2:21][C:20]3=[O:25])=[O:14])[CH2:7][CH2:6]1)[CH2:2][CH2:3][CH3:4].[BH4-].[Na+]>C(O)C>[CH2:1]([N:5]1[CH2:6][CH2:7][CH:8]([CH2:11][O:12][C:13]([C:15]2[CH:16]=[CH:17][CH:18]=[C:19]3[C:24]=2[S:23][CH2:22][CH2:21][CH:20]3[OH:25])=[O:14])[CH2:9][CH2:10]1)[CH2:2][CH2:3][CH3:4] |f:1.2|. Procedure: (1-Butylpiperidin-4-ylmethyl)thiochroman-4-one-8-carboxylate (0.064 g, 0.177 mmol)(Example 2-1) was dissolved in ethanol (5 ml) and treated with sodium borohydride (0.007 g, 0.186 mmol) with stirring. After 3 h, the reaction mixture was evaporated under reduced pressure and the residue partitioned between CH2Cl2 and water. The aqueous layer was then extracted with CH2Cl2 and the combined organic extracts were dried (Na2SO4) and evaporated under reduced pressure to give the title compound as a pa... Starting materials: NC1=C(C=C(C=2C(C3=CC=CC=C3C(C12)=O)=O)SC1=CC=C(C=C1)S(=O)(=O)O)OC1=CC(=C(C=C1)S(=O)(=O)O)N (1-Amino-2-(3'-amino-4'-sulfophenoxy)-4-(4'-sulfophenylthio)anthraquinone), N1=C(Cl)N=C(Cl)N=C1Cl (cyanuric chloride), 1-aminobenzene 4-β-sulfatoethylsulfone, NC=1C=C(C=CC1)S(=O)(=O)O (3-aminobenzenesulfonic acid). The product is C1=CC=CC=2C(C3=CC=CC=C3C(C12)=O)=O (anthraquinone). As a reaction SMILES: N[C:2]1[C:15]2[C:14](=[O:16])[C:13]3[C:8](=[CH:9][CH:10]=[CH:11][CH:12]=3)[C:7](=[O:17])[C:6]=2[C:5](SC2C=CC(S(O)(=O)=O)=CC=2)=[CH:4][C:3]=1OC1C=CC(S(O)(=O)=O)=C(N)C=1.N1C(Cl)=NC(Cl)=NC=1Cl.NC1C=C(S(O)(=O)=O)C=CC=1>>[CH:9]1[C:8]2[C:7](=[O:17])[C:6]3[C:15](=[CH:2][CH:3]=[CH:4][CH:5]=3)[C:14](=[O:16])[C:13]=2[CH:12]=[CH:11][CH:10]=1. Reported procedure: 1-Amino-2-(3'-amino-4'-sulfophenoxy)-4-(4'-sulfophenylthio)anthraquinone (6 parts), cyanuric chloride (1.8 parts) and 1-aminobenzene-4-β-sulfatoethylsulfone (2.8 parts) were subjected to condensation reactions one after another in an aqueous medium in a conventional manner, followed by a successive condensation reaction with 3-aminobenzenesulfonic acid (1.7 parts) at 50° to 70° C. under a weak acid condition. Thereafter, salting out of the reaction mixture gave an anthraquinone compound of follo... The reactants are O=C([O-])[O-], CCCCCCCCI, [K+], [K+], CN(C)C=O, O, COC(=O)c1ccc([N+](=O)[O-])c(O)c1. Yields the product CCCCCCCCOc1cc(C(=O)OC)ccc1[N+](=O)[O-]. Reaction SMILES: [C:24](=[O:25])([O-:26])[O-:27].[I:15][CH2:16][CH2:17][CH2:18][CH2:19][CH2:20][CH2:21][CH2:22][CH3:23].[K+:28].[K+:29].[O:30]=[CH:31][N:32]([CH3:33])[CH3:34].[OH2:35].[OH:1][c:2]1[cH:3][c:4]([C:5](=[O:6])[O:7][CH3:8])[cH:9][cH:10][c:11]1[N+:12](=[O:13])[O-:14]>>[O:1]([c:2]1[cH:3][c:4]([C:5](=[O:6])[O:7][CH3:8])[cH:9][cH:10][c:11]1[N+:12](=[O:13])[O-:14])[CH2:16][CH2:17][CH2:18][CH2:19][CH2:20][CH2:21][CH2:22][CH3:23]. Starting materials: O (water), C(C)OC([C@H](NS(=O)(=O)C1=CC=C(C=C1)F)C(C)C)=O (N-[(4-fluorophenyl)sulfonyl]-D-valine ethyl ester), C1(=CC=CC=C1)S (thiophenol), C([O-])([O-])=O.[K+].[K+] (potassium carbonate). Run in C(C)(=O)OCC (ethyl acetate), CN(C=O)C (dimethylformamide). Run at temperature 70 celsius. Product: C(C)OC([C@H](NS(=O)(=O)C1=CC=C(C=C1)SC1=CC=CC=C1)C(C)C)=O (N-[[4-(phenylthio)phenyl]sulfonyl]-D-valine ethyl ester). Yield: 41.7%. As a reaction SMILES: [CH2:1]([O:3][C:4](=[O:20])[C@@H:5]([CH:17]([CH3:19])[CH3:18])[NH:6][S:7]([C:10]1[CH:15]=[CH:14][C:13](F)=[CH:12][CH:11]=1)(=[O:9])=[O:8])[CH3:2].[C:21]1([SH:27])[CH:26]=[CH:25][CH:24]=[CH:23][CH:22]=1.C(=O)([O-])[O-].[K+].[K+].O>CN(C)C=O.C(OCC)(=O)C>[CH2:1]([O:3][C:4](=[O:20])[C@@H:5]([CH:17]([CH3:19])[CH3:18])[NH:6][S:7]([C:10]1[CH:15]=[CH:14][C:13]([S:27][C:21]2[CH:26]=[CH:25][CH:24]=[CH:23][CH:22]=2)=[CH:12][CH:11]=1)(=[O:9])=[O:8])[CH3:2] |f:2.3.4|. Reported procedure: To a solution of 7.76 g (25.6 mmol) of N-[(4-fluorophenyl)sulfonyl]-D-valine ethyl ester from Example 7a in 50 mL of anhydrous dimethylformamide was added 7.8 mL (77 mmol) of thiophenol. After purging with nitrogen for 5 minutes, 10.6 g (77 mmol) of powdered potassium carbonate was added and the reaction heated to 70° C. for 21 hours. The solution was cooled, water and ethyl acetate added and separated. The ethyl acetate layer was washed with saturated sodium bicarbonate, three times with brine,...